Task: describe an organic reaction: reactants, conditions, products, and yield. Dataset: the Open Reaction Database (ORD), a public repository of structured organic reaction records Reactants: C(C)(=O)O[C@H]1[C@H](OC2=C(C=CC=C2)Br)SC[C@H]([C@@H]1OC(C)=O)OC(C)=O (2-bromophenyl 2,3,4-tri-O-acetyl-5-thio-β-D-xylopyranoside), IV, N1=CC(=CC=C1)B(O)O (3-pyridineboronic acid). Yields the product C(C)(=O)O[C@H]1[C@H](OC2=C(C=CC=C2)C=2C=NC=CC2)SC[C@H]([C@@H]1OC(C)=O)OC(C)=O (2-(3-Pyridinyl)phenyl 2,3,4-tri-O-acetyl-5-thio-β-D-xylopyranoside). As a reaction SMILES: [C:1]([O:4][C@@H:5]1[C@@H:18]([O:19][C:20](=[O:22])[CH3:21])[C@H:17]([O:23][C:24](=[O:26])[CH3:25])[CH2:16][S:15][C@H:6]1[O:7][C:8]1[CH:13]=[CH:12][CH:11]=[CH:10][C:9]=1Br)(=[O:3])[CH3:2].[N:27]1[CH:32]=[CH:31][CH:30]=[C:29](B(O)O)[CH:28]=1>>[C:1]([O:4][C@@H:5]1[C@@H:18]([O:19][C:20](=[O:22])[CH3:21])[C@H:17]([O:23][C:24](=[O:26])[CH3:25])[CH2:16][S:15][C@H:6]1[O:7][C:8]1[CH:13]=[CH:12][CH:11]=[CH:10][C:9]=1[C:29]1[CH:28]=[N:27][CH:32]=[CH:31][CH:30]=1)(=[O:3])[CH3:2]. Procedure: By carrying out the operation analogously to example 1, starting from 2-bromophenyl 2,3,4-tri-O-acetyl-5-thio-β-D-xylopyranoside, obtained according to preparation IV, and 3-pyridineboronic acid, the expected compound is obtained. The latter was not isolated and is used directly in the following stage. Reactants: C1OC2(C(C=CC=3C(C4=C(C=5CCC(CC5C=C4C(C23)=O)O)O)=O)CC)OC1 (9-(1,1-ethylenedioxy)ethyl-6,9-dihydroxy-5,7,8,9,10,12-hexahydronaphthacene-5,12-dione), C(Cl)(Cl)Cl (chloroform), BrBr (bromine), N(=NC(C#N)(C)C)C(C#N)(C)C (azobisisobutyronitrile). Solvent: O (water), C(Cl)(Cl)(Cl)Cl (carbon tetrachloride). Yields the product BrC1C=2C(=C3C(C=4C=CC(C5(C4C(C3=CC2CC(C1)O)=O)OCCO5)CC)=O)O (7-bromo-9-(1,1-ethylenedioxy)ethyl-6,9-dihydroxy-5,7,8,9,10,12-hexahydronaphthacene-5,12-dione). Isolated yield 72.7%. RXN SMILES: [CH2:1]1[CH2:28][O:27][C:3]2([C:20]3[C:19](=[O:21])[C:18]4[C:9](=[C:10]([OH:23])[C:11]5[CH2:12][CH2:13][CH:14]([OH:22])[CH2:15][C:16]=5[CH:17]=4)[C:8](=[O:24])[C:7]=3[CH:6]=[CH:5][CH:4]2[CH2:25][CH3:26])[O:2]1.C(Cl)(Cl)Cl.[Br:33]Br.N(C(C)(C)C#N)=NC(C)(C)C#N>O.C(Cl)(Cl)(Cl)Cl>[Br:33][CH:12]1[CH2:13][CH:14]([OH:22])[CH2:15][C:16]2[CH:17]=[C:18]3[C:9]([C:8](=[O:24])[C:7]4[CH:6]=[CH:5][CH:4]([CH2:25][CH3:26])[C:3]5([O:2][CH2:1][CH2:28][O:27]5)[C:20]=4[C:19]3=[O:21])=[C:10]([OH:23])[C:11]1=2. Reported procedure: A mixture of 9-(1,1-ethylenedioxy)ethyl-6,9-dihydroxy-5,7,8,9,10,12-hexahydronaphthacene-5,12-dione (657 mg), chloroform (33 ml), carbon tetrachloride (13 ml) and water (26 ml) was stirred at room temperature, and bromine (530 mg) and azobisisobutyronitrile (130 mg) were added thereto, and the resulting mixture was stirred at the same temperature as above for 1 hour. From the reaction mixture, the organic phase was separated, washed with water, dried over anhydrous sodium sulfate and concentrate... Reactants: Polystyrene, N=C=N (carbodiimide), C=1C=CC2=C(C1)N=NN2O (HOBT), O=C1N(CCC1)C=1C=C(C=C(C1)C1=CC=CC=C1)C(=O)O (5-(2-oxo-pyrrolidin-1-yl)-biphenyl-3-carboxylic acid), CC(CCNC([C@@H](C[C@@H]([C@H](CC1=CC=CC=C1)N)O)C)=O)(C)C ((2R,4S,5S)-5-Amino-4-hydroxy-2-methyl-6-phenylhexanoic acid (3,3-dimethylbutyl)-amide), C(C(CO)(CO)N)O (trisamine), [N-]=C=O (isocyanate). Run in C(Cl)Cl (DCM), C(Cl)Cl.CN(C)C=O (DCM DMF), C(Cl)Cl.CN(C)C=O (DCM DMF). Conditions: time 8 hour. The product is C(C1=CC=CC=C1)[C@@H]([C@H](C[C@@H](C)C(NCCC(C)(C)C)=O)O)NC(C1=CC(=CC(=C1)C1=CC=CC=C1)N1C(CCC1)=O)=O (N-[(1S,2S,4R)-1-Benzyl-4-(3,3-dimethylbutylcarbamoyl)-2-hydroxypentyl]-3-(2-oxopyrrolidin-1-yl)-5-phenylbenzamide). RXN SMILES: N=C=N.C1C=CC2N(O)N=NC=2C=1.[O:14]=[C:15]1[CH2:19][CH2:18][CH2:17][N:16]1[C:20]1[CH:21]=[C:22]([C:32](O)=[O:33])[CH:23]=[C:24]([C:26]2[CH:31]=[CH:30][CH:29]=[CH:28][CH:27]=2)[CH:25]=1.[CH3:35][C:36]([CH3:57])([CH3:56])[CH2:37][CH2:38][NH:39][C:40](=[O:55])[C@H:41]([CH3:54])[CH2:42][C@H:43]([OH:53])[C@@H:44]([NH2:52])[CH2:45][C:46]1[CH:51]=[CH:50][CH:49]=[CH:48][CH:47]=1.C(O)C(N)(CO)CO.[N-]=C=O>C(Cl)Cl.CN(C=O)C.C(Cl)Cl>[CH2:45]([C@H:44]([NH:52][C:32](=[O:33])[C:22]1[CH:23]=[C:24]([C:26]2[CH:27]=[CH:28][CH:29]=[CH:30][CH:31]=2)[CH:25]=[C:20]([N:16]2[CH2:17][CH2:18][CH2:19][C:15]2=[O:14])[CH:21]=1)[C@@H:43]([OH:53])[CH2:42][C@H:41]([C:40](=[O:55])[NH:39][CH2:38][CH2:37][C:36]([CH3:56])([CH3:35])[CH3:57])[CH3:54])[C:46]1[CH:51]=[CH:50][CH:49]=[CH:48][CH:47]=1 |f:6.7|. Procedure: Polystyrene linked carbodiimide (21 mg, 1.7 mmol/g, 0.036 mmol) was placed in a vial with DCM (1 ml). To this was added HOBT (5 mg, 0.036 mmol) in 1 ml DCM/DMF=4:1, 5-(2-oxo-pyrrolidin-1-yl)-biphenyl-3-carboxylic acid (D11) (10 mg, 0.036 mmol) in 1 ml DCM/DMF=4:1, and (2R,4S,5S)-5-amino-4-hydroxy-2-methyl-6-phenylhexanoic acid (3,3-dimethylbutyl)amide (D2) (in 1 ml DCM). The mixture was stirred at room temperature overnight. Scavenger resins trisamine (˜100 mg) and isocyanate (˜100 mg) were adde... The reactants are C(C1=CC=CC=C1)OC=1C=C2C=C(NC2=CC1)[Mg]Br (5-benzyloxy-indolyl-magnesium bromide), ClCC=1C=NC=CC1 (3-chloromethyl-pyridine). The product is C(C1=CC=CC=C1)OC=1C=C2C(=CNC2=CC1)CC=1C=NC=CC1 (5-benzyloxy-3-(pyridin-3-ylmethyl)-1H-indole). Reaction SMILES: [CH2:1]([O:8][C:9]1[CH:10]=[C:11]2[C:15](=[CH:16][CH:17]=1)[NH:14][C:13]([Mg]Br)=[CH:12]2)[C:2]1[CH:7]=[CH:6][CH:5]=[CH:4][CH:3]=1.Cl[CH2:21][C:22]1[CH:23]=[N:24][CH:25]=[CH:26][CH:27]=1>>[CH2:1]([O:8][C:9]1[CH:10]=[C:11]2[C:15](=[CH:16][CH:17]=1)[NH:14][CH:13]=[C:12]2[CH2:21][C:22]1[CH:23]=[N:24][CH:25]=[CH:26][CH:27]=1)[C:2]1[CH:7]=[CH:6][CH:5]=[CH:4][CH:3]=1. Procedure: The above mentioned compound was prepared similarly to the procedure described in Arch. Pharm. 308, 209 (1975) from 5-benzyloxy-indolyl-magnesium bromide and 3-chloromethyl-pyridine. After recrystallization from acetonitrile, the desired compound was obtained. Starting materials: BrC1=C2C=NN(C2=CC(=C1)F)C (4-bromo-6-fluoro-1-methyl-1H-indazole), C(CCC)[Sn](C(=C)OCC)(CCCC)CCCC (tributyl(1-ethoxyvinyl)stannane), Pd(0)(PPh3)4. Run in CN1CCCC1=O (NMP). Conditions: temperature 110 celsius. The product is C(C)OC(=C)C1=C2C=NN(C2=CC(=C1)F)C (4-(1-ethoxyvinyl)-6-fluoro-1-methyl-1H-indazole). Yield: 90.1%. RXN SMILES: Br[C:2]1[CH:10]=[C:9]([F:11])[CH:8]=[C:7]2[C:3]=1[CH:4]=[N:5][N:6]2[CH3:12].C([Sn](CCCC)(CCCC)[C:18]([O:20][CH2:21][CH3:22])=[CH2:19])CCC>CN1C(=O)CCC1>[CH2:21]([O:20][C:18]([C:2]1[CH:10]=[C:9]([F:11])[CH:8]=[C:7]2[C:3]=1[CH:4]=[N:5][N:6]2[CH3:12])=[CH2:19])[CH3:22]. Reported procedure: To a mixture of 4-bromo-6-fluoro-1-methyl-1H-indazole (1.42 g, 6.25 mmol) and tributyl(1-ethoxyvinyl)stannane (2.74 mL, 8.13 mmol, 1.3 eq.) in NMP (24 mL) under an argon atmosphere was added Pd(0)(PPh3)4 (1.08 g, 0.94 mmol, 0.2 eq.). After the mixture was heated at 110° C. overnight, it was cooled and partitioned between EtOAc and water. The organic layer was washed with brine, dried (MgSO4), and evaporated in vacuo. The crude was purified by SiO2 chromatography eluting with hexane:ethyl acetate... Starting materials: C12CC3CC(CC(C1)C3)C2 (adamantane), ON1C(C=2C(C1=O)=CC=CC2)=O (N-hydroxyphthalimide), Cu(AA)2, O=O (oxygen), resultant mixture, C12CC3CC(CC(C1)C3)C2 (Adamantane). Run in C(C)(=O)O (acetic acid). Product: C12(CC3CC(CC(C1)C3)C2)O (1-adamantanol), C12C(C3CC(CC(C1)C3)C2)=O (2-adamantanone). Yield: 4.0%. RXN SMILES: [CH:1]12[CH2:10][CH:5]3[CH2:6][CH:7]([CH2:9][CH:3]([CH2:4]3)[CH2:2]1)[CH2:8]2.[OH:11]N1[C:16](=[O:17])[C:15]2=[CH:18][CH:19]=[CH:20][CH:21]=[C:14]2C1=O.O=O>C(O)(=O)C>[C:1]12([OH:11])[CH2:10][CH:5]3[CH2:6][CH:7]([CH2:9][CH:3]([CH2:4]3)[CH2:2]1)[CH2:8]2.[CH:15]12[CH2:14][CH:21]3[CH2:20][CH:19]([CH2:8][CH:1]([CH2:2]3)[C:16]1=[O:17])[CH2:18]2. Procedure details: To 25 milliliters of acetic acid were added 10 millimoles of adamantane, 1 millimole of N-hydroxyphthalimide and 0.05 millimole of acetylacetonatocopper(II) Cu(AA)2. In an oxygen atmosphere, the resultant mixture was stirred at a temperature of 75° C. for 6 hours. Adamantane was transformed, with a transformation rate of 53%, into 1-adamantanol (yield 50%) and 2-adamantanone (yield 4%). The selectivity for the alcohol and ketone was 97%. Reactants: N#N (N2), COC1=CSC=C1OC (3,4-dimethoxythiophene), C1(=CC=CC=C1)C (toluene), C([C@H](CCCCCCCCCC)O)O ((S)-1,2-dodecanediol). The reagents and catalysts are O.C1(=CC=C(C=C1)S(=O)(=O)O)C (p-toluenesulfonic acid monohydrate). Solvent: C(C)(=O)OCC (ethyl acetate). The product is C(CCCCCCCCC)C1COC=2C(O1)=CSC2 (2-n-decyl-2,3-dihydro-thieno[3,4-b][1,4]dioxine). Yield: 68.8%. RXN SMILES: [CH3:1][O:2][C:3]1[C:7]([O:8][CH3:9])=[CH:6][S:5][CH:4]=1.C1(C)C=CC=CC=1.[CH2:17](O)[C@@H:18](O)[CH2:19][CH2:20][CH2:21][CH2:22][CH2:23][CH2:24][CH2:25][CH2:26]CC.N#N>O.C1(C)C=CC(S(O)(=O)=O)=CC=1.C(OCC)(=O)C>[CH2:17]([CH:1]1[O:2][C:3]2=[CH:4][S:5][CH:6]=[C:7]2[O:8][CH2:9]1)[CH2:18][CH2:19][CH2:20][CH2:21][CH2:22][CH2:23][CH2:24][CH2:25][CH3:26] |f:4.5|. Procedure: A solution of 3,4-dimethoxythiophene (1.90 g), toluene (30 ml), (S)-1,2-dodecanediol (2.50 g) and p-toluenesulfonic acid monohydrate (100 mg) was heated at 95° C., continuously leading a N2-stream over the solution. After 24 h the reaction mixture was poured into ethyl acetate, washed with NaHCO3 and the organic phase was concentrated. Subsequent filtration over SiO2 using n-hexane/CH2Cl2 (98/2) as eluant resulted in pure product (2.40 g). Reactants: C(=O)(O)[O-].[Na+] (NaHCO3), FC1CCN(CC1)C=1C=C(C=CC1[N+](=O)[O-])N1CCN(CC1)C (1-[3-(4-fluoro-piperidin-1-yl)-4-nitro-phenyl]-4-methyl-piperazine), CCO (EtOH), [NH4+].[Cl-] (NH4Cl). Reagents/catalysts: [Fe] (iron), C(C)(=O)O (acetic acid). Solvent: O (water). Run at temperature 100 celsius. The product is FC1CCN(CC1)C1=C(C=CC(=C1)N1CCN(CC1)C)N (2-(4-Fluoro-piperidin-1-yl)-4-(4-methyl-piperazin-1-yl)-phenylamine). Yield: 99.0%. RXN SMILES: [F:1][CH:2]1[CH2:7][CH2:6][N:5]([C:8]2[CH:9]=[C:10]([N:17]3[CH2:22][CH2:21][N:20]([CH3:23])[CH2:19][CH2:18]3)[CH:11]=[CH:12][C:13]=2[N+:14]([O-])=O)[CH2:4][CH2:3]1.CCO.[NH4+].[Cl-].C([O-])(O)=O.[Na+]>C(O)(=O)C.[Fe].O>[F:1][CH:2]1[CH2:7][CH2:6][N:5]([C:8]2[CH:9]=[C:10]([N:17]3[CH2:18][CH2:19][N:20]([CH3:23])[CH2:21][CH2:22]3)[CH:11]=[CH:12][C:13]=2[NH2:14])[CH2:4][CH2:3]1 |f:2.3,4.5|. Procedure details: A solution of 1-[3-(4-fluoro-piperidin-1-yl)-4-nitro-phenyl]-4-methyl-piperazine (as prepared in the previous step, 0.20 g, 0.62 mmol) in 2:1 EtOH:water (6 mL) was treated with solid NH4Cl (0.33 g, 6.2 mmol) and iron powder (0.17 g, 3.1 mmol) then heated to 100° C. for 2.5 h. The reaction was cooled to room temperature, treated with 1 drop of glacial acetic acid, and heated again to 100° C. for 30 min. The reaction was cooled to room temperature and neutralized with saturated aqueous NaHCO3. The... The reactants are C1CCOC1, Cc1ccc(N)cc1O, Cc1cc(C(=O)Nc2ccc(C(=O)c3ccc4c(c3)NC(=O)C4=CO)cc2)n(C)n1. The product is Cc1cc(C(=O)Nc2ccc(C(=O)c3ccc4c(c3)NC(=O)C4=CNc3ccc(C)c(O)c3)cc2)n(C)n1. RXN SMILES: [CH2:40]1[O:41][CH2:42][CH2:43][CH2:44]1.[NH2:31][c:32]1[cH:33][cH:34][c:35]([CH3:39])[c:36]([OH:38])[cH:37]1.[OH:1][CH:2]=[C:3]1[C:4](=[O:30])[NH:5][c:6]2[cH:7][c:8]([C:12](=[O:13])[c:14]3[cH:15][cH:16][c:17]([NH:20][C:21](=[O:22])[c:23]4[n:24]([CH3:29])[n:25][c:26]([CH3:28])[cH:27]4)[cH:18][cH:19]3)[cH:9][cH:10][c:11]21>>[CH:2](=[C:3]1[C:4](=[O:30])[NH:5][c:6]2[cH:7][c:8]([C:12](=[O:13])[c:14]3[cH:15][cH:16][c:17]([NH:20][C:21](=[O:22])[c:23]4[n:24]([CH3:29])[n:25][c:26]([CH3:28])[cH:27]4)[cH:18][cH:19]3)[cH:9][cH:10][c:11]21)[NH:31][c:32]1[cH:33][cH:34][c:35]([CH3:39])[c:36]([OH:38])[cH:37]1.